Dataset: the Open Reaction Database (ORD), a public repository of structured organic reaction records. Task: describe an organic reaction: reactants, conditions, products, and yield The reactants are C(C)(C)(C)OC(NC12CC3C(C(CC(C1)C3)C2)C#N)=O ((4-Cyano-adamantan-1-yl)-carbamic acid tert-butyl ester), Cl (HCl). The solvent is O1CCOCC1 (1,4-dioxane). Run at time 8 hour. Product: NC12CC3C(C(CC(C1)C3)C2)C#N (5-Amino-adamantane-2-carbonitrile). RXN SMILES: C(OC(=O)[NH:7][C:8]12[CH2:17][CH:12]3[CH2:13][CH:14]([CH2:16][CH:10]([CH:11]3[C:18]#[N:19])[CH2:9]1)[CH2:15]2)(C)(C)C.Cl>O1CCOCC1>[NH2:7][C:8]12[CH2:17][CH:12]3[CH2:13][CH:14]([CH2:16][CH:10]([CH:11]3[C:18]#[N:19])[CH2:9]1)[CH2:15]2. Procedure: To 7C (30 mg, 0.10 mmol) in 2 mL of 1,4-dioxane was added HCl (4N in 1,4-dioxane, 1.0 mL). The mixture was stirred at rt for overnight. The solvent was removed under vacuum. The resulting residue was dissolved in 2 mL of water and was washed with EtOAc (5 mL×3). The water was the removed under vacuum to give the title compound as hydrogen chloride salts (7) respectively (20 mg). LC-MS (ESR): m/z=177 (M+H)+ Reactants: Cl.Cl.CC1=C(OC2=C(C3=NC=C(C=C3N2C2=CC=CC=C2)OCC)C(=O)N2CCNCC2)C(=CC=C1)C ([2-(2,6-dimethyl-phenoxy)-6-ethoxy-1-phenyl-1H-pyrrolo[3,2-b]pyridin-3-yl]-piperazin-1-yl-methanone dihydrochloride), C(C)(C)(C)OC(=O)N1CCN(CC1)C(=O)C1=C(N(C=2C1=NC=C(C2)OCC)C2=CC=CC=C2)Cl (4-(2-Chloro-6-ethoxy-1-phenyl-1H-pyrrolo[3,2-b]pyridine-3-carbonyl)-piperazine-1-carboxylic acid tert-butyl ester), CC1=C(C(=CC=C1)C)O (2,6-dimethylphenol), Cl (hydrochloric acid). Yields the product CC1=C(OC2=C(C3=NC=C(C=C3N2C2=CC=CC=C2)OCC)C(=O)N2CCNCC2)C(=CC=C1)C ([2-(2,6-Dimethyl-phenoxy)-6-ethoxy-1-phenyl-1H-pyrrolo[3,2-b]pyridin-3-yl]-piperazin-1-yl-methanone). Procedure details: The compound of step 7 (28 mg, 57.7 μmol) and 2,6-dimethylphenol were reacted analogously as described in example 1, step 6, and the product subsequently reacted as described in example 1, step 7. The obtained solid was dissolved in a small quantity of MOH, mixed with hydrochloric acid (0.1 M) and lyophilized overnight to give 15 mg of the title compound in the form of the [2-(2,6-dimethyl-phenoxy)-6-ethoxy-1-phenyl-1H-pyrrolo[3,2-b]pyridin-3-yl]-piperazin-1-yl-methanone dihydrochloride. Reaction SMILES: C(OC(N1CCN(C(C2C3=NC=C(OCC)C=C3N(C3C=CC=CC=3)C=2Cl)=O)CC1)=O)(C)(C)C.CC1C=CC=C(C)C=1O.Cl.Cl.Cl.[CH3:47][C:48]1[CH:80]=[CH:79][CH:78]=[C:77]([CH3:81])[C:49]=1[O:50][C:51]1[N:59]([C:60]2[CH:65]=[CH:64][CH:63]=[CH:62][CH:61]=2)[C:58]2[C:53](=[N:54][CH:55]=[C:56]([O:66][CH2:67][CH3:68])[CH:57]=2)[C:52]=1[C:69]([N:71]1[CH2:76][CH2:75][NH:74][CH2:73][CH2:72]1)=[O:70]>>[CH3:47][C:48]1[CH:80]=[CH:79][CH:78]=[C:77]([CH3:81])[C:49]=1[O:50][C:51]1[N:59]([C:60]2[CH:65]=[CH:64][CH:63]=[CH:62][CH:61]=2)[C:58]2[C:53](=[N:54][CH:55]=[C:56]([O:66][CH2:67][CH3:68])[CH:57]=2)[C:52]=1[C:69]([N:71]1[CH2:72][CH2:73][NH:74][CH2:75][CH2:76]1)=[O:70] |f:3.4.5|. Run at time 8 hour. Starting materials: ClC=1C=C(C=CC1Cl)[C@@H]1CN(CC[C@H]1N(C(=O)C1=CC=C(C=C1)N1CCOCC1)C)C(=O)[C@@H]1[C@@H](COCC1)NC(OC(C)(C)C)=O (tert-butyl [(3S,4S)-4-{[(3R,4R)-3-(3,4-dichlorophenyl)-4-{methyl[(4-morpholin-4-ylphenyl)carbonyl]amino}piperidin-1-yl]carbonyl}tetrahydro-2H-pyran-3-yl]carbamate). Solvent: Cl.CC(C)O (hydrogen chloride 2-propanol). Yields the product Cl.N[C@@H]1COCC[C@@H]1C(=O)N1C[C@H]([C@@H](CC1)N(C(C1=CC=C(C=C1)N1CCOCC1)=O)C)C1=CC(=C(C=C1)Cl)Cl (N-[(3R,4R)-1-{[(3S,4S)-3-aminotetrahydro-2H-pyran-4-yl]carbonyl}-3-(3,4-dichlorophenyl)piperidin-4-yl]-N-methyl-4-morpholin-4-ylbenzamide monohydrochloride). Isolated yield 249.5%. As a reaction SMILES: [Cl:1][C:2]1[CH:3]=[C:4]([C@H:9]2[C@H:14]([N:15]([CH3:30])[C:16]([C:18]3[CH:23]=[CH:22][C:21]([N:24]4[CH2:29][CH2:28][O:27][CH2:26][CH2:25]4)=[CH:20][CH:19]=3)=[O:17])[CH2:13][CH2:12][N:11]([C:31]([C@H:33]3[CH2:38][CH2:37][O:36][CH2:35][C@H:34]3[NH:39]C(=O)OC(C)(C)C)=[O:32])[CH2:10]2)[CH:5]=[CH:6][C:7]=1[Cl:8]>Cl.CC(O)C>[ClH:1].[NH2:39][C@H:34]1[C@@H:33]([C:31]([N:11]2[CH2:12][CH2:13][C@@H:14]([N:15]([CH3:30])[C:16](=[O:17])[C:18]3[CH:19]=[CH:20][C:21]([N:24]4[CH2:29][CH2:28][O:27][CH2:26][CH2:25]4)=[CH:22][CH:23]=3)[C@H:9]([C:4]3[CH:5]=[CH:6][C:7]([Cl:8])=[C:2]([Cl:1])[CH:3]=3)[CH2:10]2)=[O:32])[CH2:38][CH2:37][O:36][CH2:35]1 |f:1.2,3.4|. Reported procedure: A solution of tert-butyl [(3S,4S)-4-{[(3R,4R)-3-(3,4-dichlorophenyl)-4-{methyl[(4-morpholin-4-ylphenyl)carbonyl]amino}piperidin-1-yl]carbonyl}tetrahydro-2H-pyran-3-yl]carbamate (200 mg) obtained in Example 627 in 2N hydrogen chloride/2-propanol (5 mL) was stirred at 55° C. for 2 hr. The reaction mixture was concentrated under reduced pressure to give the title compound (226 mg, 100%) as a white powder. Starting materials: C(C)(=O)NC=1C(=C(C(=O)OC)C(=CC1)Br)[N+](=O)[O-] (Methyl 3-acetylamino-6-bromo-2-nitrobenzoate), C(O)([O-])=O.[Na+] (sodium hydrogen carbonate). Solvent: CO (methanol). The product is NC=1C(=C(C(=O)OC)C(=CC1)Br)[N+](=O)[O-] (Methyl 3-amino-6-bromo-2-nitrobenzoate). Yield: 100.0%. As a reaction SMILES: C([NH:4][C:5]1[C:6]([N+:16]([O-:18])=[O:17])=[C:7]([C:12]([Br:15])=[CH:13][CH:14]=1)[C:8]([O:10][CH3:11])=[O:9])(=O)C.C(=O)([O-])O.[Na+]>CO>[NH2:4][C:5]1[C:6]([N+:16]([O-:18])=[O:17])=[C:7]([C:12]([Br:15])=[CH:13][CH:14]=1)[C:8]([O:10][CH3:11])=[O:9] |f:1.2|. Reported procedure: Methyl 3-acetylamino-6-bromo-2-nitrobenzoate (Reference Compound No. 1-(3), 13.4 g, 42.2 mmol) was dissolved in methanol (240 mL), boron trifluoride diethyl etherate complex (24.0 mL, 190 mmol) was added thereto, and then the mixture was refluxed for 2.5 hours. After the reaction mixture was neutralized with sodium hydrogen carbonate (48 g), the mixture was concentrated under reduced pressure. After ethyl acetate (500 mL) and water (700 mL) were added thereto and the mixture was partitioned, the... The reactants are Cc1nc2sccn2c1C(=O)NCC1NCC2CC(C)CC21, Cc1nc(C(=O)O)c(-c2ccc(C)c(C)c2)s1. The product is Cc1nc(C(=O)N2CC3CC(C)CC3C2CNC(=O)c2c(C)nc3sccn23)c(-c2ccc(C)c(C)c2)s1. RXN SMILES: [CH3:1][CH:2]1[CH2:3][CH:4]2[CH2:5][NH:6][CH:7]([CH2:10][NH:11][C:12](=[O:13])[c:14]3[c:15]([CH3:22])[n:16][c:17]4[s:18][cH:19][cH:20][n:21]34)[CH:8]2[CH2:9]1.[CH3:23][c:24]1[cH:25][c:26](-[c:31]2[c:32]([C:37](=[O:38])[OH:39])[n:33][c:34]([CH3:36])[s:35]2)[cH:27][cH:28][c:29]1[CH3:30]>>[CH3:1][CH:2]1[CH2:3][CH:4]2[CH2:5][N:6]([C:37]([c:32]3[c:31](-[c:26]4[cH:25][c:24]([CH3:23])[c:29]([CH3:30])[cH:28][cH:27]4)[s:35][c:34]([CH3:36])[n:33]3)=[O:38])[CH:7]([CH2:10][NH:11][C:12](=[O:13])[c:14]3[c:15]([CH3:22])[n:16][c:17]4[s:18][cH:19][cH:20][n:21]34)[CH:8]2[CH2:9]1. Starting materials: Br, COc1cccc(F)c1-c1ccc(Cl)cc1Cl. Reaction SMILES: [BrH:18].[Cl:1][c:2]1[c:3](-[c:9]2[c:10]([F:17])[cH:11][cH:12][cH:13][c:14]2[O:15][CH3:16])[cH:4][cH:5][c:6]([Cl:8])[cH:7]1>>[Cl:1][c:2]1[c:3](-[c:9]2[c:10]([F:17])[cH:11][cH:12][cH:13][c:14]2[OH:15])[cH:4][cH:5][c:6]([Cl:8])[cH:7]1. Yields the product Oc1cccc(F)c1-c1ccc(Cl)cc1Cl.